This data is from the Open Reaction Database (ORD), a public repository of structured organic reaction records. The task is: describe an organic reaction: reactants, conditions, products, and yield Reactants: C(C)OC(=O)C1=C(C2=C([C@@H]3CCCN3C2=O)N=C1CCC1=CC=C(C=C1)C(F)(F)F)C1=CC=C(C(=O)O)C=C1 (4-((9aS)-3-(ethoxycarbonyl)-5-oxo-2-{2-[4 (trifluoromethyl)phenyl]ethyl}-7,8,9,9a-tetrahydro-5H-pyrido[2,3-α]pyrrolizin-4-yl)benzoic acid), NCCCN1C=NC=C1 (1-(3-aminopropyl)imidazole), Example 4C, CCN=C=NCCCN(C)C (EDCI). Run in ClCCl (dichloromethane). Conditions: time 3 hour. The product is N1(C=NC=C1)CCCNC(=O)C1=CC=C(C=C1)C1=C(C(=NC2=C1C(N1CCC[C@@H]21)=O)CCC2=CC=C(C=C2)C(F)(F)F)C(=O)OCC (Ethyl (9aS)-4-[4-({[3-(1H-imidazol-1-yl)propyl]amino}carbonyl)phenyl]-5-oxo-2-{2-[4-(trifluoromethyl)phenyl]ethyl}-7,8,9,9a-tetrahydro-5H-pyrido[2,3-α]pyrrolizine-3-carboxylate). The yield is 20.0%. RXN SMILES: [CH2:1]([O:3][C:4]([C:6]1[C:18]([CH2:19][CH2:20][C:21]2[CH:26]=[CH:25][C:24]([C:27]([F:30])([F:29])[F:28])=[CH:23][CH:22]=2)=[N:17][C:9]2[C@H:10]3[N:14]([C:15](=[O:16])[C:8]=2[C:7]=1[C:31]1[CH:39]=[CH:38][C:34]([C:35]([OH:37])=O)=[CH:33][CH:32]=1)[CH2:13][CH2:12][CH2:11]3)=[O:5])[CH3:2].[CH3:40][CH2:41][N:42]=[C:43]=[N:44][CH2:45][CH2:46][CH2:47][N:48](C)C.NCCCN1C=CN=C1>ClCCl>[N:44]1([CH2:45][CH2:46][CH2:47][NH:48][C:35]([C:34]2[CH:38]=[CH:39][C:31]([C:7]3[C:8]4[C:15](=[O:16])[N:14]5[C@H:10]([C:9]=4[N:17]=[C:18]([CH2:19][CH2:20][C:21]4[CH:26]=[CH:25][C:24]([C:27]([F:30])([F:29])[F:28])=[CH:23][CH:22]=4)[C:6]=3[C:4]([O:3][CH2:1][CH3:2])=[O:5])[CH2:11][CH2:12][CH2:13]5)=[CH:32][CH:33]=2)=[O:37])[CH:40]=[CH:41][N:42]=[CH:43]1. Procedure: To a stirred solution of 4-((9aS)-3-(ethoxycarbonyl)-5-oxo-2-{2-[4 (trifluoromethyl)phenyl]ethyl}-7,8,9,9a-tetrahydro-5H-pyrido[2,3-α]pyrrolizin-4-yl)benzoic acid) Example 4C (0.050 g, 0.102 mmol) in 1 mL of dichloromethane, EDCI (0.023 g, 0.123 mmol) and 1-(3-aminopropyl)imidazole (0.026, 0.205 mmol)were added. The reaction mixture was allowed to stir for ˜3 h. The reaction mixture was concentrated and redissolved in 10 mL ethyl acetate. The organics were then washed with saturated aqueous NaHC... Reactants: FC1=CC=C(CCl)C=C1 (4-fluorobenzyl chloride), O=C1CCN(CC1)C(=O)OC(C)(C)C (tert-butyl 4-oxopiperidine-1-carboxylate), [Mg] (magnesium), BrCCBr (1,2-dibromoethane). The solvent is O (water), C1CCOC1 (THF), C1CCOC1 (THF), C1CCOC1 (THF). Run at temperature -78 celsius, time 1 hour. The product is FC1=CC=C(CC2(CCN(CC2)C(=O)OC(C)(C)C)O)C=C1 (tert-butyl 4-(4-fluorobenzyl)-4-hydroxypiperidine-1-carboxylate). Reaction SMILES: [Mg].BrCCBr.[F:6][C:7]1[CH:14]=[CH:13][C:10]([CH2:11]Cl)=[CH:9][CH:8]=1.[O:15]=[C:16]1[CH2:21][CH2:20][N:19]([C:22]([O:24][C:25]([CH3:28])([CH3:27])[CH3:26])=[O:23])[CH2:18][CH2:17]1>C1COCC1.O>[F:6][C:7]1[CH:14]=[CH:13][C:10]([CH2:11][C:16]2([OH:15])[CH2:17][CH2:18][N:19]([C:22]([O:24][C:25]([CH3:27])([CH3:26])[CH3:28])=[O:23])[CH2:20][CH2:21]2)=[CH:9][CH:8]=1. Reported procedure: To a suspension of magnesium (1.2 g) and 1,2-dibromoethane (0.11 mL) in THF (30 mL) was added a solution of 4-fluorobenzyl chloride (6.3 mL) in THF (10 mL) at room temperature under a nitrogen atmosphere, and the mixture was stirred for 1 hr at the same temperature. The reaction mixture was cooled to −78° C., a solution of tert-butyl 4-oxopiperidine-1-carboxylate (5.0 g) in THF (10 mL) was added thereto, and the mixture was allowed to warm to room temperature, and stirred for 2 days. To the reac... Reactants: FC(C(C(=O)O)(C1=CC=CC=C1)OC)(F)F ((-)-2-trifluoromethyl-2-methoxy-2-phenylacetic acid), C1(CCCCC1)N=C=NC1CCCCC1 (N,N'-dicyclohexylcarbodiimide), C[C@@H]1C[C@@H]([C@@H]2[C@H](C[C@H]([C@@](O2)(C(=O)C(=O)N3CCCC[C@H]3C(=O)O[C@@H]([C@@H]([C@H](CC(=O)[C@@H](/C=C(/C1)\C)CC=C)O)C)/C(=C/[C@@H]4CC[C@H]([C@@H](C4)OC)O)/C)O)C)OC)OC (FR-900506). Reagents/catalysts: CN(C)C1=CC=NC=C1 (4-(N,N-dimethylamino)-pyridine). The solvent is C(C)(=O)OCC (ethyl acetate), C(C)OCC (diethyl ether). Conditions: time 1.5 hour. Yields the product C(C=C)C1C(CC(C(C(OC(C2CCCCN2C(C(C2(C(CC(C(C(CC(CC(=C1)C)C)OC)O2)OC)C)O)=O)=O)=O)C(=CC2CC(C(CC2)OC(C(C2=CC=CC=C2)(OC)C(F)(F)F)=O)OC)C)C)O)=O (17-allyl-12-[2-[4-[(-)-2-trifluoromethyl-2-methoxy-2phenylacetoxy]-3-methoxycyclohexyl]-1-methylvinyl]-1,14-dihydroxy-23,25-dimethoxy-13,19,21,27-tetramethyl-11,28-dioxa-4-azatricyclo[22.3.1.04,9 ]octacos-18-ene-2,3,10,16-tetraone), 1-hydroxy-23,25 -dimethoxy-13,19,21,27-tetramethyl. As a reaction SMILES: [F:1][C:2]([F:16])([F:15])[C:3]([O:13][CH3:14])([C:7]1[CH:12]=[CH:11][CH:10]=[CH:9][CH:8]=1)[C:4]([OH:6])=[O:5].C1(N=C=NC2CCCCC2)CCCCC1.[CH3:32][C@H:33]1[CH2:64][C:63]([CH3:65])=[CH:62][C@@H:61]([CH2:66][CH:67]=[CH2:68])[C:59](=[O:60])[CH2:58][C@H:57]([OH:69])[C@@H:56]([CH3:70])[C@@H:55](/[C:71](/[CH3:82])=[CH:72]/[C@H:73]2[CH2:78][C@@H:77]([O:79][CH3:80])[C@H:76](O)[CH2:75][CH2:74]2)[O:54][C:52](=[O:53])[C@H:51]2[N:46]([CH2:47][CH2:48][CH2:49][CH2:50]2)[C:44](=[O:45])[C:42](=[O:43])[C@:40]2([OH:83])[O:41][C@@H:36]([C@@H:37]([O:85][CH3:86])[CH2:38][C@H:39]2[CH3:84])[C@@H:35]([O:87][CH3:88])[CH2:34]1>C(OCC)(=O)C.CN(C1C=CN=CC=1)C.C(OCC)C>[CH2:66]([CH:61]1[CH:62]=[C:63]([CH3:65])[CH2:64][CH:33]([CH3:32])[CH2:34][CH:35]([O:87][CH3:88])[CH:36]2[O:41][C:40]([OH:83])([CH:39]([CH3:84])[CH2:38][CH:37]2[O:85][CH3:86])[C:42](=[O:43])[C:44](=[O:45])[N:46]2[CH:51]([CH2:50][CH2:49][CH2:48][CH2:47]2)[C:52](=[O:53])[O:54][CH:55]([C:71]([CH3:82])=[CH:72][CH:73]2[CH2:74][CH2:75][CH:76]([O:5][C:4](=[O:6])[C:3]([C:2]([F:15])([F:16])[F:1])([O:13][CH3:14])[C:7]3[CH:12]=[CH:11][CH:10]=[CH:9][CH:8]=3)[CH:77]([O:79][CH3:80])[CH2:78]2)[CH:56]([CH3:70])[CH:57]([OH:69])[CH2:58][C:59]1=[O:60])[CH:67]=[CH2:68]. Procedure details: To a solution of (-)-2-trifluoromethyl-2-methoxy-2-phenylacetic acid (51 mg) in ethyl acetate (10 ml) was added at room temperature N,N'-dicyclohexylcarbodiimide (47 mg). After stirring for 1.5 hours at room temperature, then the FR-900506 substance (25.0 mg) and 4-(N,N-dimethylamino)-pyridine (11 mg) were added, followed by stirring at room temperature for 3.5 hours. The resulting solution was concentrated to provide a residue, which was taken up in diethyl ether and then washed successively wi...